Task: describe an organic reaction: reactants, conditions, products, and yield. Dataset: the Open Reaction Database (ORD), a public repository of structured organic reaction records The reactants are Cl (hydrochloric acid), O.[OH-].[Li+] (lithium hydroxide monohydrate), C(C)(=O)O[BH-](OC(C)=O)OC(C)=O.[Na+] (sodium triacetoxyborohydride), CC1=C(C(=CC=C1)C)C=1C=C2CCC(C2=CC1)=O (5-(2,6-Dimethylphenyl)indan-1-one), NC1=CC=C(C=C1)CCC(=O)OC (methyl 3-(4-aminophenyl)propanoate), C(C)(=O)O (acetic acid). The solvent is O (Water), O (water), CO (methanol), ClCCCl (1,2-dichloroethane). Reaction conditions: time 16 hour. Product: CC1=C(C(=CC=C1)C)C=1C=C2CCC(C2=CC1)NC1=CC=C(C=C1)CCC(=O)O (3-(4-{[5-(2,6-dimethylphenyl)-2,3-dihydro-1H-inden-1-yl]amino}phenyl)propanoic acid). Yield: 36.8%. RXN SMILES: [CH3:1][C:2]1[CH:7]=[CH:6][CH:5]=[C:4]([CH3:8])[C:3]=1[C:9]1[CH:10]=[C:11]2[C:15](=[CH:16][CH:17]=1)[C:14](=O)[CH2:13][CH2:12]2.[NH2:19][C:20]1[CH:25]=[CH:24][C:23]([CH2:26][CH2:27][C:28]([O:30]C)=[O:29])=[CH:22][CH:21]=1.C(O)(=O)C.C(O[BH-](OC(=O)C)OC(=O)C)(=O)C.[Na+].O.[OH-].[Li+].Cl>ClCCCl.O.CO>[CH3:8][C:4]1[CH:5]=[CH:6][CH:7]=[C:2]([CH3:1])[C:3]=1[C:9]1[CH:10]=[C:11]2[C:15](=[CH:16][CH:17]=1)[CH:14]([NH:19][C:20]1[CH:25]=[CH:24][C:23]([CH2:26][CH2:27][C:28]([OH:30])=[O:29])=[CH:22][CH:21]=1)[CH2:13][CH2:12]2 |f:3.4,5.6.7|. Procedure details: 5-(2,6-Dimethylphenyl)indan-1-one (690 mg, 2.92 mmol), methyl 3-(4-aminophenyl)propanoate (937 mg, 4.09 mmol) and acetic acid (526 mg, 8.76 mmol) were dissolved in 1,2-dichloroethane (20 mL), sodium triacetoxyborohydride (1.86 g, 8.76 mmol) was added by small portions at room temperature, and the mixture was stirred at room temperature for 16 hr. Water was added to the reaction mixture, and the mixture was extracted with ethyl acetate. The extract was washed with saturated brine, dried over anhy... The reactants are ClCCl, N#Cc1ccc(C(c2c[nH]nn2)C2(O)CCCC2)cc1, O=S(Cl)Cl. Yields the product N#Cc1ccc(C(=C2CCCC2)c2c[nH]nn2)cc1. As a reaction SMILES: [Cl:25][CH2:26][Cl:27].[OH:1][C:2]1([CH:7]([c:8]2[n:9][n:10][nH:11][cH:12]2)[c:13]2[cH:14][cH:15][c:16]([C:17]#[N:18])[cH:19][cH:20]2)[CH2:3][CH2:4][CH2:5][CH2:6]1.[S:21]([Cl:22])([Cl:23])=[O:24]>>[C:2]1(=[C:7]([c:8]2[n:9][n:10][nH:11][cH:12]2)[c:13]2[cH:14][cH:15][c:16]([C:17]#[N:18])[cH:19][cH:20]2)[CH2:3][CH2:4][CH2:5][CH2:6]1. Reactants: CS(=O)(=O)C=1C=C(C=CC1)I (3-methanesulphonyliodobenzene), [N+](=O)([O-])C1=C(C=CC=C1)Br (2-nitrobromobenzene). The reagents and catalysts are [Cu] (copper). Reaction conditions: temperature 120 celsius. Product: CS(=O)(=O)C=1C=C(C=CC1)C1=C(C=CC=C1)[N+](=O)[O-] (3'-methanesulphonyl-2-nitrobiphenyl). Reaction SMILES: [CH3:1][S:2]([C:5]1[CH:6]=[C:7](I)[CH:8]=[CH:9][CH:10]=1)(=[O:4])=[O:3].[N+:12]([C:15]1[CH:20]=[CH:19][CH:18]=[CH:17][C:16]=1Br)([O-:14])=[O:13]>[Cu]>[CH3:1][S:2]([C:5]1[CH:6]=[C:7]([C:16]2[CH:17]=[CH:18][CH:19]=[CH:20][C:15]=2[N+:12]([O-:14])=[O:13])[CH:8]=[CH:9][CH:10]=1)(=[O:4])=[O:3]. Procedure details: A mixture of 3-methanesulphonyliodobenzene (26.8 g), 2-nitrobromobenzene (19.2 g) and copper powder (18.2 g) was heated at 120° C. for 27 hours to yield a residue which was purified by chromatography on a silica column eluted initially with hexane and then with mixtures of ethylacetate and hexane in which the ethylacetate content was progressively raised to 60% to give 3'-methanesulphonyl-2-nitrobiphenyl (m.p. 124°-125° C.).